This data is from the Open Reaction Database (ORD), a public repository of structured organic reaction records. The task is: describe an organic reaction: reactants, conditions, products, and yield The reactants are COC(OC)c1ccc(N2CC(CNC(C)=O)OC2=O)cc1F, ClCCl, O=C(O)C(F)(F)F. Product: CC(=O)NCC1CN(c2ccc(C=O)c(F)c2)C(=O)O1. RXN SMILES: [C:1]([CH3:2])(=[O:3])[NH:4][CH2:5][CH:6]1[CH2:7][N:8]([c:12]2[cH:13][c:14]([F:23])[c:15]([CH:18]([O:19][CH3:22])[O:20][CH3:21])[cH:16][cH:17]2)[C:9](=[O:11])[O:10]1.[Cl:31][CH2:32][Cl:33].[OH:24][C:25]([C:26]([F:27])([F:28])[F:29])=[O:30]>>[C:1]([CH3:2])(=[O:3])[NH:4][CH2:5][CH:6]1[CH2:7][N:8]([c:12]2[cH:13][c:14]([F:23])[c:15]([CH:18]=[O:19])[cH:16][cH:17]2)[C:9](=[O:11])[O:10]1. As a reaction SMILES: [CH:2]1([C:5]([CH:6]([c:7]2[c:8]([F:13])[cH:9][cH:10][cH:11][cH:12]2)[N:14]2[CH2:15][C:16](=[CH:21][c:22]3[n:23][cH:24][n:25]([CH2:27][C:28](=[O:29])[O:30][CH2:31][CH3:32])[cH:26]3)[CH:17]([SH:20])[CH2:18][CH2:19]2)=[O:33])[CH2:3][CH2:4]1.[ClH:1].[ClH:41].[Na+:40].[O:34]1[CH2:35][CH2:36][CH2:37][CH2:38]1.[OH-:39].[OH2:42]>>[CH:2]1([C:5]([CH:6]([c:7]2[c:8]([F:13])[cH:9][cH:10][cH:11][cH:12]2)[N:14]2[CH2:15][C:16](=[CH:21][c:22]3[n:23][cH:24][n:25]([CH2:27][C:28](=[O:29])[OH:30])[cH:26]3)[CH:17]([SH:20])[CH2:18][CH2:19]2)=[O:33])[CH2:3][CH2:4]1.[ClH:1]. Product: O=C(O)Cn1cnc(C=C2CN(C(C(=O)C3CC3)c3ccccc3F)CCC2S)c1, Cl. Starting materials: CCOC(=O)Cn1cnc(C=C2CN(C(C(=O)C3CC3)c3ccccc3F)CCC2S)c1, Cl, Cl, [Na+], C1CCOC1, [OH-], O. Reactants: [N+](=[N-])=C (diazomethane), C(C)(C)(C)OC(=O)C1=C2SC=3C(=CC=C(C3N(C2=CC=C1)C)CN)CC(=O)O ((6-tert-butoxycarbonyl-aminomethyl-10-methylphenothiazin-4-yl)-acetic acid). Run in C(Cl)Cl (methylene chloride). Conditions: time 1.5 hour. Product: C(C)(C)(C)OC(=O)C1=C2SC=3C(=CC=C(C3N(C2=CC=C1)C)CN)CC(=O)OC (methyl (6-tert-butoxycarbonyl-aminomethyl-10-methyl-phenothiazin-4-yl)-acetate). Yield: 91.0%. RXN SMILES: [N+](=[CH2:3])=[N-].[C:4]([O:8][C:9]([C:11]1[CH:24]=[CH:23][CH:22]=[C:21]2[C:12]=1[S:13][C:14]1[C:15]([CH2:28][C:29]([OH:31])=[O:30])=[CH:16][CH:17]=[C:18]([CH2:26][NH2:27])[C:19]=1[N:20]2[CH3:25])=[O:10])([CH3:7])([CH3:6])[CH3:5]>C(Cl)Cl>[C:4]([O:8][C:9]([C:11]1[CH:24]=[CH:23][CH:22]=[C:21]2[C:12]=1[S:13][C:14]1[C:15]([CH2:28][C:29]([O:31][CH3:3])=[O:30])=[CH:16][CH:17]=[C:18]([CH2:26][NH2:27])[C:19]=1[N:20]2[CH3:25])=[O:10])([CH3:7])([CH3:5])[CH3:6]. Procedure details: 1 ml of diazomethane solution (~0.3N in diethyl ether) was added dropwise while cooling with ice to a solution of 80 mg (0.19 mmol) of (6-tert-butoxycarbonyl-aminomethyl-10-methylphenothiazin-4-yl)-acetic acid in 4 ml of methylene chloride. The reaction mixture was brought to room temperature, stirred for 1.5 hours and evaporated. The residue was crystallized from ethyl acetate/hexane, whereupon, after drying in a high vacuum, 72 mg (91%) of methyl (6-tert-butoxycarbonyl-aminomethyl-10-methyl-ph... Reaction SMILES: [CH3:32][S:33]([CH3:34])=[O:35].[CH3:38][CH2:39][O:40][C:41]([CH3:42])=[O:43].[CH3:9][c:10]1[n:11][nH:12][cH:13][cH:14]1.[Cu:36][I:37].[I:1][c:2]1[cH:3][cH:4][c:5]([I:8])[cH:6][cH:7]1.[K+:26].[K+:27].[O-:28][C:29]([O-:30])=[O:31].[OH2:44].[OH:15][c:16]1[cH:17][cH:18][cH:19][c:20]2[c:21]1[n:22][cH:23][cH:24][cH:25]2>>[c:2]1(-[n:12]2[n:11][c:10]([CH3:9])[cH:14][cH:13]2)[cH:3][cH:4][c:5]([I:8])[cH:6][cH:7]1. Starting materials: CS(C)=O, CCOC(C)=O, Cc1cc[nH]n1, [Cu]I, Ic1ccc(I)cc1, [K+], [K+], O=C([O-])[O-], O, Oc1cccc2cccnc12. The product is Cc1ccn(-c2ccc(I)cc2)n1. The reactants are CN(C)CC1=CC2=C(CN(CC2)C(CCCC2=CC=CC=C2)=O)O1 (1-(2-Dimethylaminomethyl-5,7-dihydro-4H-furo[2,3-c]pyridin-6-yl)-4-phenylbutan-1-one), Cl (hydrogen chloride). Run in CO (methanol), C(C)(=O)OCC (ethyl acetate). Yields the product Cl.CN(C)CC1=CC2=C(CN(CC2)C(CCCC2=CC=CC=C2)=O)O1 (1-(2-dimethylaminomethyl-5,7-dihydro-4H-furo[2,3-c]pyridin-6-yl)-4-phenylbutan-1-one hydrochloride). Reaction SMILES: [CH3:1][N:2]([CH2:4][C:5]1[O:24][C:8]2[CH2:9][N:10]([C:13](=[O:23])[CH2:14][CH2:15][CH2:16][C:17]3[CH:22]=[CH:21][CH:20]=[CH:19][CH:18]=3)[CH2:11][CH2:12][C:7]=2[CH:6]=1)[CH3:3].[ClH:25]>CO.C(OCC)(=O)C>[ClH:25].[CH3:1][N:2]([CH2:4][C:5]1[O:24][C:8]2[CH2:9][N:10]([C:13](=[O:23])[CH2:14][CH2:15][CH2:16][C:17]3[CH:22]=[CH:21][CH:20]=[CH:19][CH:18]=3)[CH2:11][CH2:12][C:7]=2[CH:6]=1)[CH3:3] |f:4.5|. Procedure: 1-(2-Dimethylaminomethyl-5,7-dihydro-4H-furo[2,3-c]pyridin-6-yl)-4-phenylbutan-1-one 0.161 g was dissolved in 2 ml of methanol; hydrogen chloride in ethyl acetate was added in excess, followed by stirring. After this mixture was concentrated, diethyl ether was added; the resulting solid was filtered and washed with diethyl ether to yield the desired product. The reactants are CO, COC(=O)c1ccc(C=Cc2ccccc2)cc1Nc1ccc(F)cc1, [Na+], C1CCOC1, [OH-]. Yields the product O=C(O)c1ccc(C=Cc2ccccc2)cc1Nc1ccc(F)cc1. As a reaction SMILES: [CH3:1][OH:2].[F:3][c:4]1[cH:5][cH:6][c:7]([NH:8][c:9]2[c:10]([C:11](=[O:12])[O:13][CH3:14])[cH:15][cH:16][c:17]([CH:19]=[CH:20][c:21]3[cH:22][cH:23][cH:24][cH:25][cH:26]3)[cH:18]2)[cH:27][cH:28]1.[Na+:30].[O:31]1[CH2:32][CH2:33][CH2:34][CH2:35]1.[OH-:29]>>[F:3][c:4]1[cH:5][cH:6][c:7]([NH:8][c:9]2[c:10]([C:11](=[O:12])[OH:13])[cH:15][cH:16][c:17]([CH:19]=[CH:20][c:21]3[cH:22][cH:23][cH:24][cH:25][cH:26]3)[cH:18]2)[cH:27][cH:28]1. Starting materials: N#Cc1cccc(C(Br)c2ccc(Cl)cc2)c1, CC#N, CCN(C(C)C)C(C)C, Cn1nnc(-c2cc(F)cc(C(C3CNC3)C(C)(C)F)c2)n1. Yields the product Cn1nnc(-c2cc(F)cc(C(C3CN(C(c4ccc(Cl)cc4)c4cccc(C#N)c4)C3)C(C)(C)F)c2)n1. As a reaction SMILES: [Br:23][CH:24]([c:25]1[cH:26][c:27]([C:28]#[N:29])[cH:30][cH:31][cH:32]1)[c:33]1[cH:34][cH:35][c:36]([Cl:39])[cH:37][cH:38]1.[CH3:49][C:50]#[N:51].[CH:40]([N:41]([CH2:42][CH3:43])[CH:44]([CH3:45])[CH3:46])([CH3:47])[CH3:48].[NH:1]1[CH2:2][CH:3]([CH:5]([C:6]([CH3:7])([CH3:8])[F:9])[c:10]2[cH:11][c:12](-[c:17]3[n:18][n:19][n:20]([CH3:22])[n:21]3)[cH:13][c:14]([F:16])[cH:15]2)[CH2:4]1>>[N:1]1([CH:24]([c:25]2[cH:26][c:27]([C:28]#[N:29])[cH:30][cH:31][cH:32]2)[c:33]2[cH:34][cH:35][c:36]([Cl:39])[cH:37][cH:38]2)[CH2:2][CH:3]([CH:5]([C:6]([CH3:7])([CH3:8])[F:9])[c:10]2[cH:11][c:12](-[c:17]3[n:18][n:19][n:20]([CH3:22])[n:21]3)[cH:13][c:14]([F:16])[cH:15]2)[CH2:4]1. Run at time 8 hour. Starting materials: C(C)(=O)O (acetic acid), C(#N)[BH3-].[Na+] (sodium cyanoborohydride), C1CCOC1 (THF), COC1=CC=C(C=C1)N (4-methoxyphenylamine), CC(=O)C (acetone), Cl (HCl). The product is C(C)(C)NC1=CC=C(C=C1)OC (Isopropyl-(4-methoxyphenyl)amine). Isolated yield 95.0%. Run in CO (methanol). Procedure: To a stirred solution of 4-methoxyphenylamine (1.24 g, 6.22 mmol) in methanol (15 mL) at ambient temperature was added successively, glacial acetic acid (415 mg, 6.91 mmol), acetone (669 mg, 11.5 mmol), and 1M sodium cyanoborohydride in THF (12.7 mL, 12.6 mmol). The reaction mixture was stirred overnight at room temperature. The pH was adjusted to 2 with 6N HCl and stirred for 30 minutes to quench excess sodium cyanoborohydride. The pH was then adjusted to 8.5 with 1N NaOH and the resultant solu... As a reaction SMILES: [CH3:1][O:2][C:3]1[CH:8]=[CH:7][C:6]([NH2:9])=[CH:5][CH:4]=1.C(O)(=O)C.[CH3:14][C:15]([CH3:17])=O.C([BH3-])#N.[Na+].C1COCC1.Cl>CO>[CH:15]([NH:9][C:6]1[CH:7]=[CH:8][C:3]([O:2][CH3:1])=[CH:4][CH:5]=1)([CH3:17])[CH3:14] |f:3.4|. The reactants are C([O-])([O-])=O.[K+].[K+] (potassium carbonate), C(C=C)Br (allyl bromide), BrC=1C=C(C(C(=O)OC)=CC1)O (methyl 4-bromosalicylate). Reagents/catalysts: [Cl-].C(C1=CC=CC=C1)[N+](CCCC)(CCCC)CCCC (benzyltributylammonium chloride). Run in C(C)#N (acetonitrile). Yields the product C(C=C)OC1=C(C(=O)OC)C=CC(=C1)Br (methyl 2-allyloxy-4-bromobenzoate). RXN SMILES: C(=O)([O-])[O-].[K+].[K+].[CH2:7](Br)[CH:8]=[CH2:9].[Br:11][C:12]1[CH:13]=[C:14]([OH:22])[C:15](=[CH:20][CH:21]=1)[C:16]([O:18][CH3:19])=[O:17]>[Cl-].C([N+](CCCC)(CCCC)CCCC)C1C=CC=CC=1.C(#N)C>[CH2:9]([O:22][C:14]1[CH:13]=[C:12]([Br:11])[CH:21]=[CH:20][C:15]=1[C:16]([O:18][CH3:19])=[O:17])[CH:8]=[CH2:7] |f:0.1.2,5.6|. Procedure details: 139 g of ground potassium carbonate, 470 ml of acetonitrile, 16 g of benzyltributylammonium chloride and 136 g of allyl bromide were introduced into a 3-liter round-bottomed flask and 236 g of ground methyl 4-bromosalicylate were added in small amounts. The contents were heated under reflux with vigorous stirring, for 5 hours and then a part of the acetonitrile was distilled off under slight vacuum and the residue was taken up with water. A precipitate of methyl 2-allyloxy-4-bromobenzoate was ob...